From a dataset of the Open Reaction Database (ORD), a public repository of structured organic reaction records. describe an organic reaction: reactants, conditions, products, and yield Starting materials: BrCCCOC1=CC=C(C=C1C1=CC=CC=C1)N (6-(3-Bromo-propoxy)-biphenyl-3-ylamine), N(=O)[O-].[Na+] (sodium nitrite), Cl (HCl), diazonium, COC=1C=C(C=CC1OC)C=1CC(NN1)=O (5-(3,4-dimethoxy-phenyl)-2,4-dihydro-pyrazol-3-one), C(C)(=O)[O-].[Na+] (sodium acetate). Solvent: O.C(C)O (water ethanol), O.C(C)O (water ethanol). Run at time 1 hour. Yields the product BrCCCOC1=CC=C(C=C1C1=CC=CC=C1)NN=C1C(NN=C1C1=CC(=C(C=C1)OC)OC)=O (4-{[6-(3-bromo-propoxy)-biphenyl-3-yl]-hydrazono}-5-(3,4-dimethoxy-phenyl)-2,4-dihydro-pyrazol-3-one). Isolated yield 27.2%. Reaction SMILES: [Br:1][CH2:2][CH2:3][CH2:4][O:5][C:6]1[C:11]([C:12]2[CH:17]=[CH:16][CH:15]=[CH:14][CH:13]=2)=[CH:10][C:9]([NH2:18])=[CH:8][CH:7]=1.[N:19]([O-])=O.[Na+].Cl.[CH3:24][O:25][C:26]1[CH:27]=[C:28]([C:34]2[CH2:35][C:36](=[O:39])[NH:37][N:38]=2)[CH:29]=[CH:30][C:31]=1[O:32][CH3:33].C([O-])(=O)C.[Na+]>O.C(O)C>[Br:1][CH2:2][CH2:3][CH2:4][O:5][C:6]1[C:11]([C:12]2[CH:17]=[CH:16][CH:15]=[CH:14][CH:13]=2)=[CH:10][C:9]([NH:18][N:19]=[C:35]2[C:34]([C:28]3[CH:29]=[CH:30][C:31]([O:32][CH3:33])=[C:26]([O:25][CH3:24])[CH:27]=3)=[N:38][NH:37][C:36]2=[O:39])=[CH:8][CH:7]=1 |f:1.2,5.6,7.8|. Procedure: 6-(3-Bromo-propoxy)-biphenyl-3-ylamine (r, 250 mg, 0.82 mmol) was diazotized with sodium nitrite (67 mg, 0.98 mmol) in 1:1 water/ethanol and 0.5 mL concentrated HCl at 0° C. After approximately 1 hour, the diazonium solution was added dropwise to a suspension of 5-(3,4-dimethoxy-phenyl)-2,4-dihydro-pyrazol-3-one (200 mg, 0.9 mmol) and sodium acetate (1.1 g) in 10 mL 1:1 water/ethanol. The orange solid which precipitated was filtered and washed with water and dried. The crude product was purified... Starting materials: CN1CCNCC1, CC(=O)O, CSC1=Nc2ccc(Cl)cc2Nc2cscc21. Yields the product CN1CCN(C2=Nc3ccc(Cl)cc3Nc3cscc32)CC1. Reaction SMILES: [CH3:18][N:19]1[CH2:20][CH2:21][NH:22][CH2:23][CH2:24]1.[CH3:25][C:26](=[O:27])[OH:28].[Cl:1][c:2]1[cH:3][c:4]2[c:5]([cH:16][cH:17]1)[N:6]=[C:7]([S:14][CH3:15])[c:8]1[c:9]([cH:11][s:12][cH:13]1)[NH:10]2>>[Cl:1][c:2]1[cH:3][c:4]2[c:5]([cH:16][cH:17]1)[N:6]=[C:7]([N:22]1[CH2:21][CH2:20][N:19]([CH3:18])[CH2:24][CH2:23]1)[c:8]1[c:9]([cH:11][s:12][cH:13]1)[NH:10]2. Reactants: ClCCl, Cl, Cc1ccc2c(=O)n(C3CCN(C(=O)OC(C)(C)C)C3)ccc2c1NC(=O)Cc1ccc(C(F)(F)F)c(F)c1. Yields the product Cc1ccc2c(=O)n(C3CCNC3)ccc2c1NC(=O)Cc1ccc(C(F)(F)F)c(F)c1. As a reaction SMILES: [CH2:40]([Cl:41])[Cl:42].[ClH:43].[F:1][c:2]1[cH:3][c:4]([CH2:12][C:13](=[O:14])[NH:15][c:16]2[c:17]3[cH:18][cH:19][n:20]([CH:28]4[CH2:29][N:30]([C:33]([O:34][C:35]([CH3:36])([CH3:37])[CH3:38])=[O:39])[CH2:31][CH2:32]4)[c:21](=[O:27])[c:22]3[cH:23][cH:24][c:25]2[CH3:26])[cH:5][cH:6][c:7]1[C:8]([F:9])([F:10])[F:11]>>[F:1][c:2]1[cH:3][c:4]([CH2:12][C:13](=[O:14])[NH:15][c:16]2[c:17]3[cH:18][cH:19][n:20]([CH:28]4[CH2:29][NH:30][CH2:31][CH2:32]4)[c:21](=[O:27])[c:22]3[cH:23][cH:24][c:25]2[CH3:26])[cH:5][cH:6][c:7]1[C:8]([F:9])([F:10])[F:11]. The solvent is CN(C=O)C (N,N-dimethylformamide), CN(C=O)C (N,N-dimethylformamide). Yields the product BrCCCCN1C(=O)C(=O)C2=CC=CC=C12 (1-(4-bromobutyl)isatin). Reaction conditions: temperature 5 celsius, time 10 minute. Starting materials: N1C(=O)C(=O)C2=CC=CC=C12 (isatin), CC(C)([O-])C.[K+] (potassium tert-butoxide), BrCCCCBr (1,4-dibromobutane), ice water. Reaction SMILES: [NH:1]1[C:11]2[C:6](=[CH:7][CH:8]=[CH:9][CH:10]=2)[C:4](=[O:5])[C:2]1=[O:3].CC(C)([O-])C.[K+].[Br:18][CH2:19][CH2:20][CH2:21][CH2:22]Br>CN(C)C=O>[Br:18][CH2:19][CH2:20][CH2:21][CH2:22][N:1]1[C:11]2[C:6](=[CH:7][CH:8]=[CH:9][CH:10]=2)[C:4](=[O:5])[C:2]1=[O:3] |f:1.2|. The yield is 53.4%. Procedure: To a solution of isatin (7.35 g) in N,N-dimethylformamide (70 ml) was added potassium tert-butoxide (6.98 g) under cooling at 5° C., and the reaction mixture was stirred for 10 minutes at the same temperature. To the mixture was added dropwise a solution of 1,4-dibromobutane (54 g) in N,N-dimethylformamide (25 ml), and stirred for an hour at 18° C. The reaction mixture was poured into ice-water, and extracted with chloroform. The extracts were combined, washed with water and evaporated. After ad... The reactants are CC(C)(C)OC(=O)N1CCN(C(CO)c2ccccc2)CC1, CS(C)=O. Yields the product CC(C)(C)OC(=O)N1CCN(C(C=O)c2ccccc2)CC1. As a reaction SMILES: [C:1]([CH3:2])([CH3:3])([CH3:4])[O:5][C:6](=[O:7])[N:8]1[CH2:9][CH2:10][N:11]([CH:14]([CH2:15][OH:16])[c:17]2[cH:18][cH:19][cH:20][cH:21][cH:22]2)[CH2:12][CH2:13]1.[CH3:23][S:24]([CH3:25])=[O:26]>>[C:1]([CH3:2])([CH3:3])([CH3:4])[O:5][C:6](=[O:7])[N:8]1[CH2:9][CH2:10][N:11]([CH:14]([CH:15]=[O:16])[c:17]2[cH:18][cH:19][cH:20][cH:21][cH:22]2)[CH2:12][CH2:13]1. Reactants: C(C1=CC=CC=C1)O[C@H]1C(O[C@@H]([C@H]([C@@H]1OCC1=CC=CC=C1)OCC1=CC=CC=C1)COCC1=CC=CC=C1)(O)C=1SC(=C(C1)CO[Si](C(C)C)(C(C)C)C(C)C)Cl ((3R,4S,5R,6R)-3,4,5-tris(benzyloxy)-6-(benzyloxymethyl)-2-(5-chloro-4-((triisopropylsilyloxy)methyl)thiophen-2-yl)-tetrahydro-2H-pyran-2-ol), C(C)[SiH](CC)CC (triethylsilane), B(F)(F)F.CCOCC (boron trifluoride diethyl etherate), C(=O)([O-])[O-].[K+].[K+] (K2CO3). The solvent is C(Cl)Cl (CH2Cl2). Conditions: temperature -20 celsius. The product is ClC=1SC(=CC1CO[Si](C(C)C)(C(C)C)C(C)C)C1O[C@@H]([C@H]([C@@H]([C@H]1OCC1=CC=CC=C1)OCC1=CC=CC=C1)OCC1=CC=CC=C1)COCC1=CC=CC=C1 (((2-chloro-5-((3R,4S,5R,6R)-3,4,5-tris(benzyloxy)-6-(benzyloxymethyl)-tetrahydro-2H-pyran-2-yl)thiophen-3-yl)methoxy)triisopropylsilane). The yield is 98.3%. RXN SMILES: [CH2:1]([O:8][C@@H:9]1[C@@H:14]([O:15][CH2:16][C:17]2[CH:22]=[CH:21][CH:20]=[CH:19][CH:18]=2)[C@H:13]([O:23][CH2:24][C:25]2[CH:30]=[CH:29][CH:28]=[CH:27][CH:26]=2)[C@@H:12]([CH2:31][O:32][CH2:33][C:34]2[CH:39]=[CH:38][CH:37]=[CH:36][CH:35]=2)[O:11][C:10]1([C:41]1[S:42][C:43]([Cl:58])=[C:44]([CH2:46][O:47][Si:48]([CH:55]([CH3:57])[CH3:56])([CH:52]([CH3:54])[CH3:53])[CH:49]([CH3:51])[CH3:50])[CH:45]=1)O)[C:2]1[CH:7]=[CH:6][CH:5]=[CH:4][CH:3]=1.C([SiH](CC)CC)C.B(F)(F)F.CCOCC.C([O-])([O-])=O.[K+].[K+]>C(Cl)Cl>[Cl:58][C:43]1[S:42][C:41]([CH:10]2[C@H:9]([O:8][CH2:1][C:2]3[CH:7]=[CH:6][CH:5]=[CH:4][CH:3]=3)[C@@H:14]([O:15][CH2:16][C:17]3[CH:18]=[CH:19][CH:20]=[CH:21][CH:22]=3)[C@H:13]([O:23][CH2:24][C:25]3[CH:26]=[CH:27][CH:28]=[CH:29][CH:30]=3)[C@@H:12]([CH2:31][O:32][CH2:33][C:34]3[CH:39]=[CH:38][CH:37]=[CH:36][CH:35]=3)[O:11]2)=[CH:45][C:44]=1[CH2:46][O:47][Si:48]([CH:55]([CH3:56])[CH3:57])([CH:49]([CH3:50])[CH3:51])[CH:52]([CH3:53])[CH3:54] |f:2.3,4.5.6|. Procedure details: To a solution of alcohol 33 (8.53 g, 10.1 mmol) in CH2Cl2 (50 mL) were added triethylsilane (3.3 mL, 20.2 mmol) and boron trifluoride diethyl etherate (2.6 mL, 20.2 mmol) at −60° C. The mixture was allowed to slowly warm to −20° C. To a mixture was added aq. saturated K2CO3 solution (50 mL) to quench the reaction. The mixture was evaporated under reduced pressure to remove CH2Cl2 and extracted with EtOAc (100 mL). The combined organic layer was dried over MgSO4, filtered, and concentrated in vac... Reactants: C1COP(=O)(NC1O)N(CCCl)CCCl (4-hydroxycyclophosphamide), SCCS(=O)(=O)O (2-mercaptoethanesulphonic acid), ice water. The solvent is O (water). Run at time 1 hour. The product is ClCCN(P1(OCCC(N1)SCCS(=O)(=O)O)=O)CCCl (2-[2-(bis-(2-chloroethyl)-amino)-2-oxo-tetrahydro-2H-1,3,2-oxazaphosphorin-4-yl-thio]-ethanesulphonic acid). RXN SMILES: [CH2:1]1[CH:7](O)[NH:6][P:4]([N:9]([CH2:13][CH2:14][Cl:15])[CH2:10][CH2:11][Cl:12])(=[O:5])[O:3][CH2:2]1.[SH:16][CH2:17][CH2:18][S:19]([OH:22])(=[O:21])=[O:20]>O>[Cl:12][CH2:11][CH2:10][N:9]([CH2:13][CH2:14][Cl:15])[P:4]1(=[O:5])[NH:6][CH:7]([S:16][CH2:17][CH2:18][S:19]([OH:22])(=[O:21])=[O:20])[CH2:1][CH2:2][O:3]1. Procedure: 0.8 g (3.0 mmol) of 4-hydroxycyclophosphamide in 3 ml of water were mixed with 420 mg (3.0 mmol) of 2-mercaptoethanesulphonic acid, with ice water cooling. After 1 hour, the mixture was concentrated under high vacuum and was crystallised. Reactants: CC(Br)Br, C[SiH](C)C, [Cl-], Clc1cc(Cl)ncn1, Fc1cccc(CBr)c1, C1CCOC1, O, [Zn]. Product: Fc1cccc(Cc2cc(Cl)ncn2)c1. RXN SMILES: [Br:1][CH:2]([Br:3])[CH3:4].[CH3:6][SiH:7]([CH3:8])[CH3:9].[Cl-:5].[Cl:19][c:20]1[n:21][cH:22][n:23][c:24]([Cl:26])[cH:25]1.[F:10][c:11]1[cH:12][c:13]([CH2:14][Br:15])[cH:16][cH:17][cH:18]1.[O:27]1[CH2:28][CH2:29][CH2:30][CH2:31]1.[OH2:33].[Zn:32]>>[F:10][c:11]1[cH:12][c:13]([CH2:14][c:24]2[n:23][cH:22][n:21][c:20]([Cl:19])[cH:25]2)[cH:16][cH:17][cH:18]1. The reactants are N1N=C(C2=CC=CC=C12)C(=O)O (1H-indazole-3-carboxylic acid), [H-].[Na+] (sodium hydride), BrCCC (1-bromopropane). Run in CN(C)C=O (DMF). Yields the product C(CC)N1N=C(C2=CC=CC=C12)C(=O)O (1-n-Propylindazole-3-carboxylic acid). The yield is 67.3%. RXN SMILES: [NH:1]1[C:9]2[C:4](=[CH:5][CH:6]=[CH:7][CH:8]=2)[C:3]([C:10]([OH:12])=[O:11])=[N:2]1.[H-].[Na+].Br[CH2:16][CH2:17][CH3:18]>CN(C=O)C>[CH2:16]([N:1]1[C:9]2[C:4](=[CH:5][CH:6]=[CH:7][CH:8]=2)[C:3]([C:10]([OH:12])=[O:11])=[N:2]1)[CH2:17][CH3:18] |f:1.2|. Reported procedure: To a solution of 1H-indazole-3-carboxylic acid (5.00 g) in DMF (40 ml) was gradually added 60% sodium hydride (1.55 g) at 0° C. with stirring, and the mixture was stirred at room temperature for one hour. Then 1-bromopropane (4.55 g) was added, and the mixture was stirred overnight. The reaction solution was distilled off, dissolved in water, and washed with ethyl acetate. The aqueous layer was made acidic with hydrochloric acid, extracted with ethyl acetate, then the extract was dried over anhy...